Dataset: the Open Reaction Database (ORD), a public repository of structured organic reaction records. Task: describe an organic reaction: reactants, conditions, products, and yield Starting materials: C(=O)C1=CN(C=C1)C=1C=C(C(=O)OC)C=CC1 (Methyl 3-(3-formylpyrrol-1-yl)benzoate), Cl.NO (hydroxylamine hydrochloride), C[O-].[Na+] (sodium methoxide). Solvent: CO (methanol). Reaction conditions: time 3 hour. Yields the product ON=CC1=CN(C=C1)C=1C=C(C(=O)OC)C=CC1 (methyl 3-[3-(hydroxyiminomethyl)pyrrol-1-yl]benzoate). The yield is 85.0%. Reaction SMILES: [CH:1]([C:3]1[CH:7]=[CH:6][N:5]([C:8]2[CH:9]=[C:10]([CH:15]=[CH:16][CH:17]=2)[C:11]([O:13][CH3:14])=[O:12])[CH:4]=1)=O.Cl.[NH2:19][OH:20].C[O-].[Na+]>CO>[OH:20][N:19]=[CH:1][C:3]1[CH:7]=[CH:6][N:5]([C:8]2[CH:9]=[C:10]([CH:15]=[CH:16][CH:17]=2)[C:11]([O:13][CH3:14])=[O:12])[CH:4]=1 |f:1.2,3.4|. Procedure: Methyl 3-(3-formylpyrrol-1-yl)benzoate (10.2 g) was added to a mixture of hydroxylamine hydrochloride (3.1 g) and 28% methanolic sodium methoxide (8.6 ml) in methanol (100 ml) and the whole was stirred for 3 hours at ambient temperature. The solvent was removed by concentration. To the residue was added a mixture of ethyl acetate, tetrahydrofuran and water, and the mixture was adjusted to pH 2 with 6N-hydrochloric acid. The separated organic layer was washed with brine, dried over magnesium sulf... Procedure details: To prepare the hydrochloride the non-polar diastereoisomer of 3-(5-chloro-1H-indol-3-yl)piperidine-1-carboxylic acid-(4-dimethylamino-4-phenylcyclohexyl)-amide (217 mg, 0.45 mmole) was dissolved in ethyl methyl ketone (5 ml) and chlorotrimethylsilane (86 μl, 0.68 mmole) was added. The solid thereby formed was filtered off and dried. The hydrochloride of the non-polar diastereoisomer of 3-(5-chloro-1H-indol-3-yl)piperidine-1-carboxylic acid-(4-dimethylamino-4-phenylcyclohexyl)-amide was thereby o... The product is Cl.CN(C1(CCC(CC1)NC(=O)N1CC(CCC1)C1=CNC2=CC=C(C=C12)Cl)C1=CC=CC=C1)C (3-(5-chloro-1H-indol-3-yl)piperidine-1-carboxylic acid-(4-dimethylamino-4-phenylcyclohexyl)-amide hydrochloride), CN(C1(CCC(CC1)NC(=O)N1CC(CCC1)C1=CNC2=CC=C(C=C12)Cl)C1=CC=CC=C1)C (3-(5-chloro-1H-indol-3-yl)piperidine-1-carboxylic acid-(4-dimethylamino-4-phenylcyclohexyl)-amide). Solvent: CC(=O)CC (ethyl methyl ketone). Reaction SMILES: Cl.[CH3:2][N:3]([CH3:35])[C:4]1([C:29]2[CH:34]=[CH:33][CH:32]=[CH:31][CH:30]=2)[CH2:9][CH2:8][CH:7]([NH:10][C:11]([N:13]2[CH2:18][CH2:17][CH2:16][CH:15]([C:19]3[C:27]4[C:22](=[CH:23][CH:24]=[C:25]([Cl:28])[CH:26]=4)[NH:21][CH:20]=3)[CH2:14]2)=[O:12])[CH2:6][CH2:5]1.Cl[Si](C)(C)C>CC(CC)=O>[ClH:28].[CH3:2][N:3]([CH3:35])[C:4]1([C:29]2[CH:34]=[CH:33][CH:32]=[CH:31][CH:30]=2)[CH2:9][CH2:8][CH:7]([NH:10][C:11]([N:13]2[CH2:18][CH2:17][CH2:16][CH:15]([C:19]3[C:27]4[C:22](=[CH:23][CH:24]=[C:25]([Cl:28])[CH:26]=4)[NH:21][CH:20]=3)[CH2:14]2)=[O:12])[CH2:6][CH2:5]1.[CH3:2][N:3]([CH3:35])[C:4]1([C:29]2[CH:34]=[CH:33][CH:32]=[CH:31][CH:30]=2)[CH2:9][CH2:8][CH:7]([NH:10][C:11]([N:13]2[CH2:18][CH2:17][CH2:16][CH:15]([C:19]3[C:27]4[C:22](=[CH:23][CH:24]=[C:25]([Cl:28])[CH:26]=4)[NH:21][CH:20]=3)[CH2:14]2)=[O:12])[CH2:6][CH2:5]1 |f:4.5|. The reactants are Cl[Si](C)(C)C (chlorotrimethylsilane), Cl (hydrochloride), CN(C1(CCC(CC1)NC(=O)N1CC(CCC1)C1=CNC2=CC=C(C=C12)Cl)C1=CC=CC=C1)C (3-(5-chloro-1H-indol-3-yl)piperidine-1-carboxylic acid-(4-dimethylamino-4-phenylcyclohexyl)-amide). Starting materials: CC(C)(C)[Si](C)(C)Oc1ccc(-c2noc(C3(CO)CC3)c2-c2ccccc2)cc1, ClCCl, [Na+], [Na+], O=S([O-])([O-])=S. Yields the product CC(C)(C)[Si](C)(C)Oc1ccc(-c2noc(C3(C=O)CC3)c2-c2ccccc2)cc1. As a reaction SMILES: [C:1]([CH3:2])([CH3:3])([CH3:4])[Si:5]([O:6][c:7]1[cH:8][cH:9][c:10](-[c:13]2[n:14][o:15][c:16]([C:24]3([CH2:27][OH:28])[CH2:25][CH2:26]3)[c:17]2-[c:18]2[cH:19][cH:20][cH:21][cH:22][cH:23]2)[cH:11][cH:12]1)([CH3:29])[CH3:30].[Cl:38][CH2:39][Cl:40].[Na+:36].[Na+:37].[S:31]([O-:32])([O-:33])(=[O:34])=[S:35]>>[C:1]([CH3:2])([CH3:3])([CH3:4])[Si:5]([O:6][c:7]1[cH:8][cH:9][c:10](-[c:13]2[n:14][o:15][c:16]([C:24]3([CH:27]=[O:28])[CH2:25][CH2:26]3)[c:17]2-[c:18]2[cH:19][cH:20][cH:21][cH:22][cH:23]2)[cH:11][cH:12]1)([CH3:29])[CH3:30].